This data is from the Open Reaction Database (ORD), a public repository of structured organic reaction records. The task is: describe an organic reaction: reactants, conditions, products, and yield Starting materials: [Al+3], [H-], [H-], [H-], [H-], [Li+], [Na+], [Na+], C1CCOC1, O, O, O, O, O, O, O, O, O, O, O=S(=O)([O-])[O-], COC(=O)c1ccc(Cn2nc(-c3ccccc3)cc2-c2ccccc2)c(OC(C)C)c1. The product is CC(C)Oc1cc(CO)ccc1Cn1nc(-c2ccccc2)cc1-c1ccccc1. RXN SMILES: [Al+3:34].[H-:33].[H-:36].[H-:37].[H-:38].[Li+:35].[Na+:54].[Na+:55].[O:56]1[CH2:57][CH2:58][CH2:59][CH2:60]1.[OH2:39].[OH2:40].[OH2:41].[OH2:42].[OH2:43].[OH2:44].[OH2:45].[OH2:46].[OH2:47].[OH2:48].[S:49]([O-:50])([O-:51])(=[O:52])=[O:53].[c:1]1(-[c:7]2[n:8][n:9]([CH2:18][c:19]3[c:20]([O:29][CH:30]([CH3:31])[CH3:32])[cH:21][c:22]([C:23](=[O:24])[O:25][CH3:26])[cH:27][cH:28]3)[c:10](-[c:12]3[cH:13][cH:14][cH:15][cH:16][cH:17]3)[cH:11]2)[cH:2][cH:3][cH:4][cH:5][cH:6]1>>[c:1]1(-[c:7]2[n:8][n:9]([CH2:18][c:19]3[c:20]([O:29][CH:30]([CH3:31])[CH3:32])[cH:21][c:22]([CH2:23][OH:24])[cH:27][cH:28]3)[c:10](-[c:12]3[cH:13][cH:14][cH:15][cH:16][cH:17]3)[cH:11]2)[cH:2][cH:3][cH:4][cH:5][cH:6]1. The reactants are O=C([O-])O, CCOC(=O)C(C)(C)C1CCNCC1, C1CCNCC1, CCOCC, ClC(Cl)Cl, Cl, [Na+], O=C(N=C=S)OCC1c2ccccc2-c2ccccc21. The product is CCOC(=O)C(C)(C)C1CCN(C(N)=S)CC1. As a reaction SMILES: [C:36](=[O:37])([O-:38])[OH:39].[CH2:22]([CH3:23])[O:24][C:25]([C:26]([CH3:27])([CH:28]1[CH2:29][CH2:30][NH:31][CH2:32][CH2:33]1)[CH3:34])=[O:35].[CH2:41]1[CH2:42][CH2:43][NH:44][CH2:45][CH2:46]1.[CH3:51][CH2:52][O:53][CH2:54][CH3:55].[CH:47]([Cl:48])([Cl:49])[Cl:50].[ClH:21].[Na+:40].[cH:1]1[c:2]2[c:14]([cH:15][cH:16][cH:17]1)-[c:9]1[c:8]([cH:13][cH:12][cH:11][cH:10]1)[CH:3]2[CH2:4][O:5][C:6](=[O:7])[N:18]=[C:19]=[S:20]>>[NH2:18][C:19](=[S:20])[N:31]1[CH2:30][CH2:29][CH:28]([C:26]([C:25]([O:24][CH2:22][CH3:23])=[O:35])([CH3:27])[CH3:34])[CH2:33][CH2:32]1. Reactants: Cl.COCC1=C(C2=CC=CC=C2C=C1)OC1CNC1 (3-[(2-(Methoxymethyl)-1-naphthalenyl)oxy]-azetidine hydrochloride), C1(=CC=CC=C1)C(N1CC(C1)OC1=C(C=CC2=CC=CC=C12)COC)C1=CC=CC=C1 (1-(diphenylmethyl)-3-[(2-(methoxymethyl)-1-naphtalenyl)oxy]-azetidine). The product is Cl.COC1=C(C2=CC=CC=C2C=C1)OC1CNC1 (3-[(2-Methoxy-1-naphthalenyl)oxy]-azetidine hydrochloride). As a reaction SMILES: [ClH:1].COC[C:5]1[CH:14]=[CH:13][C:12]2[C:7](=[CH:8][CH:9]=[CH:10][CH:11]=2)[C:6]=1[O:15][CH:16]1[CH2:19][NH:18][CH2:17]1.C1(C(C2C=CC=CC=2)N2C[CH:29]([O:31]C3C4C(=CC=CC=4)C=CC=3COC)C2)C=CC=CC=1>>[ClH:1].[CH3:29][O:31][C:5]1[CH:14]=[CH:13][C:12]2[C:7](=[CH:8][CH:9]=[CH:10][CH:11]=2)[C:6]=1[O:15][CH:16]1[CH2:17][NH:18][CH2:19]1 |f:0.1,3.4|. Procedure: 3-[(2-(Methoxymethyl)-1-naphthalenyl)oxy]-azetidine hydrochloride, mp 127° C. starting from 1-(diphenylmethyl)-3-[(2-(methoxymethyl)-1-naphtalenyl)oxy]-azetidine. The reactants are ClC=1C=C(C=CC1Cl)C1(CNCC1)CCO (3-(3,4-dichloro-phenyl)-3-(2-hydroxy-ethyl)-pyrrolidine), C([O-])([O-])=O.[K+].[K+] (potassium carbonate), C(C)OC1=C(C(=C(C(=O)Cl)C=C1)OCC)OCC (triethoxy-benzoyl chloride). Run in C(C)(=O)OCC.O (ethyl acetate water), C(C)(=O)OCC (ethyl acetate), C(C)(=O)OCC (ethyl acetate). Run at time 1 hour. Product: ClC=1C=C(C=CC1Cl)C1(CN(CC1)C(C1=CC(=C(C(=C1)OCC)OCC)OCC)=O)CCO (2-[3-(3,4-dichloro-phenyl)-1-(3,4,5-triethoxy-benzoyl)-pyrrolidin-3-yl]-ethanol). Reaction SMILES: [Cl:1][C:2]1[CH:3]=[C:4]([C:9]2([CH2:14][CH2:15][OH:16])[CH2:13][CH2:12][NH:11][CH2:10]2)[CH:5]=[CH:6][C:7]=1[Cl:8].[C:17](=[O:20])([O-])[O-].[K+].[K+].[CH2:23]([O:25][C:26]1[CH:34]=[CH:33][C:29](C(Cl)=O)=[C:28]([O:35][CH2:36][CH3:37])[C:27]=1[O:38][CH2:39][CH3:40])[CH3:24]>C(OCC)(=O)C.O.C(OCC)(=O)C>[Cl:1][C:2]1[CH:3]=[C:4]([C:9]2([CH2:14][CH2:15][OH:16])[CH2:13][CH2:12][N:11]([C:17](=[O:20])[C:33]3[CH:29]=[C:28]([O:35][CH2:36][CH3:37])[C:27]([O:38][CH2:39][CH3:40])=[C:26]([O:25][CH2:23][CH3:24])[CH:34]=3)[CH2:10]2)[CH:5]=[CH:6][C:7]=1[Cl:8] |f:1.2.3,5.6|. Procedure: Combine 3-(3,4-dichloro-phenyl)-3-(2-hydroxy-ethyl)-pyrrolidine (260 mg, 1 mmol) and and potassium carbonate (0.69 g, 5 mmol) in ethyl acetate/water (10 mL/10 mL). Cool in an ice-bath. Add a solution of triethoxy-benzoyl chloride (1.2 mmol) in ethyl acetate (10 mL). After 1 hour, dilute with ethyl acetate and extract with 1M hydrochloric acid solution, 5% sodium bicarbonate solution, and water. Dry the organic layer over MgSO4, filter, and evaporate in vacuo to give the title compound: Rf =0.43 ... The reactants are COCOc1c(C(F)(F)F)ccc(CO)c1C(OC)OC, COC(=O)Cc1cccc(-c2ccc(O)cc2)c1. The product is COCOc1c(C(F)(F)F)ccc(COc2ccc(-c3cccc(CC(=O)OC)c3)cc2)c1C(OC)OC. As a reaction SMILES: [CH3:1][O:2][CH:3]([c:4]1[c:5]([CH2:18][OH:19])[cH:6][cH:7][c:8]([C:14]([F:15])([F:16])[F:17])[c:9]1[O:10][CH2:11][O:12][CH3:13])[O:20][CH3:21].[OH:22][c:23]1[cH:24][cH:25][c:26](-[c:29]2[cH:30][c:31]([CH2:35][C:36](=[O:37])[O:38][CH3:39])[cH:32][cH:33][cH:34]2)[cH:27][cH:28]1>>[CH3:1][O:2][CH:3]([c:4]1[c:5]([CH2:18][O:19][c:23]2[cH:24][cH:25][c:26](-[c:29]3[cH:30][c:31]([CH2:35][C:36](=[O:37])[O:38][CH3:39])[cH:32][cH:33][cH:34]3)[cH:27][cH:28]2)[cH:6][cH:7][c:8]([C:14]([F:15])([F:16])[F:17])[c:9]1[O:10][CH2:11][O:12][CH3:13])[O:20][CH3:21]. Starting materials: C(C1=CC=CC=C1)N1CC2CCC(C1)C2NC (3-benzyl-N-methyl-3-azabicyclo[3.2.1]octan-8-amine), CC1=CC=C(C=C1)S(=O)(=O)OCCCNC1=CC=C(C=C1)C#N (3-(4-cyanoanilino)propyl 4-methyl-benzenesulfonate), C([O-])([O-])=O.[K+].[K+] (potassium carbonate). Solvent: CN(C)C=O (DMF). Run at temperature 90 celsius. Product: C12CNCC(CC1)C2N(CCCNC2=CC=C(C#N)C=C2)C (4-({3-[3-Azabicyclo[3.2.1]oct-8-yl(methyl)amino]propyl}amino)-benzonitrile). Isolated yield 65.5%. As a reaction SMILES: C([N:8]1[CH2:14][CH:13]2[CH:15]([NH:16][CH3:17])[CH:10]([CH2:11][CH2:12]2)[CH2:9]1)C1C=CC=CC=1.CC1C=CC(S(O[CH2:29][CH2:30][CH2:31][NH:32][C:33]2[CH:38]=[CH:37][C:36]([C:39]#[N:40])=[CH:35][CH:34]=2)(=O)=O)=CC=1.C(=O)([O-])[O-].[K+].[K+]>CN(C=O)C>[CH:13]12[CH:15]([N:16]([CH3:17])[CH2:29][CH2:30][CH2:31][NH:32][C:33]3[CH:38]=[CH:37][C:36]([C:39]#[N:40])=[CH:35][CH:34]=3)[CH:10]([CH2:11][CH2:12]1)[CH2:9][NH:8][CH2:14]2 |f:2.3.4|. Reported procedure: A mixture of 3-benzyl-N-methyl-3-azabicyclo[3.2.1]octan-8-amine (Preparation B; 4.0 g, 17.4 mmol), 3-(4-cyanoanilino)propyl 4-methyl-benzenesulfonate (Preparation G(ii); 5.74 g, 17.4 mmol), and potassium carbonate (2.40 g, 17.4 mmol) in DMF (85 mL) was heated at 90° C. under nitrogen overnight. The mixture was partitioned with water (200 mL) and diethyl ether (150 mL). The aqueous layer was extracted with ethyl acetate (2×50 mL). The combined organic extracts were washed with brine (2×30 mL), dr... The reactants are COCCO (2-Methoxyethanol), CC(C)(C)[O-].[K+] (KOtBu), ClC1=C(C(=O)N[C@@H]2CC[C@H](CC2)C(F)(F)F)C=CC(=N1)Cl (2,6-Dichloro-N-(trans-4-trifluoromethyl-cyclohexyl)-nicotinamide). Solvent: O (water), C1CCOC1 (THF). Conditions: time 5 minute. Yields the product ClC1=NC(=C(C(=O)N[C@@H]2CC[C@H](CC2)C(F)(F)F)C=C1)OCCOC (6-Chloro-2-(2-methoxy-ethoxy)-N-(trans-4-trifluoromethyl-cyclohexyl)-nicotinamide). As a reaction SMILES: [CH3:1][O:2][CH2:3][CH2:4][OH:5].CC([O-])(C)C.[K+].Cl[C:13]1[N:31]=[C:30]([Cl:32])[CH:29]=[CH:28][C:14]=1[C:15]([NH:17][C@H:18]1[CH2:23][CH2:22][C@H:21]([C:24]([F:27])([F:26])[F:25])[CH2:20][CH2:19]1)=[O:16]>C1COCC1.O>[Cl:32][C:30]1[CH:29]=[CH:28][C:14]([C:15]([NH:17][C@H:18]2[CH2:23][CH2:22][C@H:21]([C:24]([F:27])([F:26])[F:25])[CH2:20][CH2:19]2)=[O:16])=[C:13]([O:5][CH2:4][CH2:3][O:2][CH3:1])[N:31]=1 |f:1.2|. Reported procedure: 2-Methoxyethanol (550 μL, 6.94 mmol) is added at rt to KOtBu (750 mg, 6.35 mmol) in THF (30 mL) and it is stirred for 5 min. 2,6-Dichloro-N-(trans-4-trifluoromethyl-cyclohexyl)-nicotinamide (2.00 g, 5.86 mmol) is added to the reaction mixture and it is stirred for 10 min at rt. The reaction mixture is diluted with water, filtered and the filtrate is concentrated. The residue is treated with water, filtered off, washed with water and dried.